This data is from the Open Reaction Database (ORD), a public repository of structured organic reaction records. The task is: describe an organic reaction: reactants, conditions, products, and yield Starting materials: primary alcohols, Weinreb amide, aldehyde, CC1=CC=C(C=C1)S(=O)(=O)C[N+]#[C-] (TosMIC), N (ammonia), FC(C=1OC=CC1C(=O)OCC)(F)F (ethyl 2-trifluoromethyl-furan-3-carboxylate), aldehyde. Yields the product FC(C=1OC=CC1C=1N=CNC1)(F)F (4-(2-trifluoromethyl-furan-3-yl)-imidazole). Reaction SMILES: [F:1][C:2]([F:14])([F:13])[C:3]1[O:4][CH:5]=[CH:6][C:7]=1[C:8](OCC)=O.CC1C=CC(S([CH2:25][N+:26]#[C-:27])(=O)=O)=CC=1.[NH3:28]>>[F:14][C:2]([F:1])([F:13])[C:3]1[O:4][CH:5]=[CH:6][C:7]=1[C:8]1[N:28]=[CH:25][NH:26][CH:27]=1. Procedure: Furanyl-imidazoles were prepared by the TosMIC reaction from aldehydes, which can be obtained either by reduction of acids, esters or amides; or by oxidation of primary alcohols. These procedures are well known in the literature. For example, ethyl 2-trifluoromethyl-furan-3-carboxylate (Scheme 17) prepared from literature procedures (U.S. Pat. No. 5,405,865, Apr. 11, 1995) was converted to an aldehyde by reduction of a Weinreb amide. The aldehyde was then reacted with the TosMIC and methanolic a... Starting materials: CC(C(=O)NC1=C(N=C(S1)C=1C=NC=CC1)C)CSC (2-methyl-N-(4-methyl-2-pyridin-3-yl-thiazol-5-yl)-3-methylsulfanyl-propionamide), COC=1C=CC(=CC1)P2(=S)SP(=S)(S2)C=3C=CC(=CC3)OC (Lawesson's reagent). The solvent is O1CCOCC1 (dioxane). Run at temperature 130 celsius. Product: CC(C(=S)NC1=C(N=C(S1)C=1C=NC=CC1)C)CSC (2-methyl-N-(4-methyl-2-pyridin-3-yl-thiazol-5-yl)-3-methylsulfanyl-thiopropionamide), solid. The yield is 18.0%. As a reaction SMILES: [CH3:1][CH:2]([CH2:18][S:19][CH3:20])[C:3]([NH:5][C:6]1[S:10][C:9]([C:11]2[CH:12]=[N:13][CH:14]=[CH:15][CH:16]=2)=[N:8][C:7]=1[CH3:17])=O.COC1C=CC(P2(SP(C3C=CC(OC)=CC=3)(=S)S2)=[S:30])=CC=1>O1CCOCC1>[CH3:1][CH:2]([CH2:18][S:19][CH3:20])[C:3]([NH:5][C:6]1[S:10][C:9]([C:11]2[CH:12]=[N:13][CH:14]=[CH:15][CH:16]=2)=[N:8][C:7]=1[CH3:17])=[S:30]. Procedure details: To a microwave reaction vessel was added 2-methyl-N-(4-methyl-2-pyridin-3-yl-thiazol-5-yl)-3-methylsulfanyl-propionamide (0.10 g, 0.32 mmol) in dioxane and Lawesson's reagent (0.19 g, 0.48 mmol). The vessel was capped and heated in a Biotage Initiator microwave reactor for 1 min at 130° C., with external IR-sensor temperature monitoring from the side. The reaction was concentrated to dryness and the crude material was purified by silica gel chromatography (0 to 100% ethyl acetate/hexanes) to giv...